This data is from the Open Reaction Database (ORD), a public repository of structured organic reaction records. The task is: describe an organic reaction: reactants, conditions, products, and yield The reactants are BrCC1CO1, O=C([O-])[O-], COc1cc2c(Oc3cc(C)c(C)nc3-c3cccnc3)ccnc2cc1O, CN(C)C=O, [K+], [K+], O. Yields the product COc1cc2c(Oc3cc(C)c(C)nc3-c3cccnc3)ccnc2cc1OCC1CO1. As a reaction SMILES: [Br:35][CH2:36][CH:37]1[CH2:38][O:39]1.[C:29](=[O:30])([O-:31])[O-:32].[CH3:1][c:2]1[cH:3][c:4]([O:15][c:16]2[cH:17][cH:18][n:19][c:20]3[cH:21][c:22]([OH:28])[c:23]([O:26][CH3:27])[cH:24][c:25]23)[c:5](-[c:9]2[cH:10][n:11][cH:12][cH:13][cH:14]2)[n:6][c:7]1[CH3:8].[CH3:41][N:42]([CH3:43])[CH:44]=[O:45].[K+:33].[K+:34].[OH2:40]>>[CH3:1][c:2]1[cH:3][c:4]([O:15][c:16]2[cH:17][cH:18][n:19][c:20]3[cH:21][c:22]([O:28][CH2:36][CH:37]4[CH2:38][O:39]4)[c:23]([O:26][CH3:27])[cH:24][c:25]23)[c:5](-[c:9]2[cH:10][n:11][cH:12][cH:13][cH:14]2)[n:6][c:7]1[CH3:8].